This data is from the Open Reaction Database (ORD), a public repository of structured organic reaction records. The task is: describe an organic reaction: reactants, conditions, products, and yield The reactants are N1CCNCC1 (piperazine), C1(C=CCC1)O (2-cyclopenten-1-ol), ClC1=NC2=CC=CC=C2C(=N1)Cl (2,4-dichloroquinazoline), [H-].[Na+] (sodium hydride). Run in C(C)(=O)OCC (ethyl acetate), O1CCOCC1 (dioxane), CN(C=O)C (dimethylformamide), C(C)(=O)OCC (ethyl acetate). Product: C1(C=CCC1)OC1=NC(=NC2=CC=CC=C12)N1CCNCC1 (4-[(cyclopent-2-en-1-yl)oxy]-2-(1-piperazinyl) quinazoline). Yield: 44.7%. Reaction SMILES: [CH:1]1([OH:6])[CH2:5][CH2:4][CH:3]=[CH:2]1.Cl[C:8]1[N:17]=[C:16](Cl)[C:15]2[C:10](=[CH:11][CH:12]=[CH:13][CH:14]=2)[N:9]=1.[H-].[Na+].[NH:21]1[CH2:26][CH2:25][NH:24][CH2:23][CH2:22]1>CN(C)C=O.C(OCC)(=O)C.O1CCOCC1>[CH:1]1([O:6][C:16]2[C:15]3[C:10](=[CH:11][CH:12]=[CH:13][CH:14]=3)[N:9]=[C:8]([N:21]3[CH2:26][CH2:25][NH:24][CH2:23][CH2:22]3)[N:17]=2)[CH2:5][CH2:4][CH:3]=[CH:2]1 |f:2.3|. Procedure: To a solution of 2-cyclopenten-1-ol [cf. J. Org. Chem., 40, 1864 (1975)] (996 mg) and 2,4-dichloroquinazoline (2.36 g) in dimethylformamide (10 ml) is added 60% sodium hydride (in oil) (568 mg) with stirring at room temperature, and the mixture is stirred at room temperature for 2 hours. The reaction mixture is diluted with ethyl acetate, and washed with water 5 times. The ethyl acetate solution is dried over anhydrous magnesium sulfate and evaporated to dryness under reduced pressure. The resul... RXN SMILES: [CH3:25][CH2:26][OH:27].[Na+:24].[OH-:23].[o:1]1[c:2]([CH2:6][NH:7][c:8]2[n:9][c:10]3[c:15]([cH:16][c:17]2[C:18](=[O:19])[O:20][CH2:21][CH3:22])[CH2:14][CH2:13][CH2:12][CH2:11]3)[cH:3][cH:4][cH:5]1>>[o:1]1[c:2]([CH2:6][NH:7][c:8]2[n:9][c:10]3[c:15]([cH:16][c:17]2[C:18](=[O:19])[OH:20])[CH2:14][CH2:13][CH2:12][CH2:11]3)[cH:3][cH:4][cH:5]1. Yields the product O=C(O)c1cc2c(nc1NCc1ccco1)CCCC2. The reactants are CCO, [Na+], [OH-], CCOC(=O)c1cc2c(nc1NCc1ccco1)CCCC2.